From a dataset of the Open Reaction Database (ORD), a public repository of structured organic reaction records. describe an organic reaction: reactants, conditions, products, and yield Starting materials: C1(CC1)N1C=C(C(C2=CC(=C(C(=C12)F)F)F)=O)C(=O)O (1-cyclopropyl-6,7,8-trifluoro-4-oxo-1,4-dihydroquinoline-3-carboxylic acid), [H-].[Na+] (NaH), C1=CN(C=N1)C(=O)N2C=CN=C2 (CDI), [N+](=O)([O-])C (nitromethane). Run in C1CCOC1 (THF), C1CCOC1 (THF). The product is C1(CC1)N1C=C(C(C2=CC(=C(C(=C12)OC)F)F)=O)C(C[N+](=O)[O-])=O (1-cyclopropyl-3-nitroacetyl-6,7-difluoro-8-methoxy-4-oxo-1,4-dihydroquinoline). Isolated yield 66.6%. Reaction SMILES: [CH:1]1([N:4]2[C:13]3[C:8](=[CH:9][C:10]([F:16])=[C:11]([F:15])[C:12]=3F)[C:7](=[O:17])[C:6]([C:18](O)=[O:19])=[CH:5]2)[CH2:3][CH2:2]1.C1N=CN([C:26](N2C=NC=C2)=[O:27])C=1.[N+:33]([CH3:36])([O-:35])=[O:34].[H-].[Na+]>C1COCC1>[CH:1]1([N:4]2[C:13]3[C:8](=[CH:9][C:10]([F:16])=[C:11]([F:15])[C:12]=3[O:27][CH3:26])[C:7](=[O:17])[C:6]([C:18](=[O:19])[CH2:36][N+:33]([O-:35])=[O:34])=[CH:5]2)[CH2:2][CH2:3]1 |f:3.4|. Procedure details: 566 mg of 1-cyclopropyl-6,7,8-trifluoro-4-oxo-1,4-dihydroquinoline-3-carboxylic acid and 648 mg of CDI were put into 20 ml of THF and the mixture solution is stirred under reflux for 24 hours (A solution). 366 mg of nitromethane was mixed in 5 ml of THF and 240 mg of 60% NaH added thereto. The mixture solution was stirred for 24 hours at room temperature and the above A solution was added thereto. The resulting solution was stirred under reflux for 14 hours. The reaction mixture was cooled and t... The reactants are BrC=1C=NC=CC1\C=C/1\C(C2=CC=C(C=C2C1)Cl)=O ((2E)-2-[(3-bromo-4-pyridyl)methylene]-5-chloro-indan-1-one). The reagents and catalysts are [Pt] (Pt/C). Product: BrC=1C=NC=CC1CC1C(C2=CC=C(C=C2C1)Cl)=O (2-[(3-bromo-4-pyridyl)methyl-]5-chloro-indan-1-one). Reaction SMILES: [Br:1][C:2]1[CH:3]=[N:4][CH:5]=[CH:6][C:7]=1/[CH:8]=[C:9]1/[C:10](=[O:19])[C:11]2[C:16]([CH2:17]/1)=[CH:15][C:14]([Cl:18])=[CH:13][CH:12]=2>[Pt]>[Br:1][C:2]1[CH:3]=[N:4][CH:5]=[CH:6][C:7]=1[CH2:8][CH:9]1[CH2:17][C:16]2[C:11](=[CH:12][CH:13]=[C:14]([Cl:18])[CH:15]=2)[C:10]1=[O:19]. Procedure: The title compound 109 is prepared according to the procedure reported in Example 37.2 with compound 94 (67 mg, 0.2 mmol) and Pt/C (5 wt % loading, 6.7 mg) as reactants. White solid. (Yield 67 mg, 99%). RXN SMILES: [Br:2][CH2:3][CH2:4][c:5]1[c:6]([CH3:16])[n:7][c:8]2[n:13]([c:14]1=[O:15])[CH2:12][CH2:11][CH2:10][S:9]2.[BrH:1].[CH3:17][c:18]1[cH:19][cH:20][cH:21][c:22]2[c:23]([N:27]3[CH2:28][CH2:29][NH:30][CH2:31][CH2:32]3)[n:24][o:25][c:26]12.[CH3:39][N:40]([CH3:41])[CH:42]=[O:43].[Na+:33].[Na+:34].[O-:35][C:36](=[O:37])[O-:38].[OH2:44]>>[CH2:3]([CH2:4][c:5]1[c:6]([CH3:16])[n:7][c:8]2[n:13]([c:14]1=[O:15])[CH2:12][CH2:11][CH2:10][S:9]2)[N:30]1[CH2:29][CH2:28][N:27]([c:23]2[c:22]3[cH:21][cH:20][cH:19][c:18]([CH3:17])[c:26]3[o:25][n:24]2)[CH2:32][CH2:31]1. Starting materials: Cc1nc2n(c(=O)c1CCBr)CCCS2, Br, Cc1cccc2c(N3CCNCC3)noc12, CN(C)C=O, [Na+], [Na+], O=C([O-])[O-], O. Yields the product Cc1nc2n(c(=O)c1CCN1CCN(c3noc4c(C)cccc34)CC1)CCCS2. The reactants are O=C(Cl)c1ccccc1, O=C(Nc1ccc(N2CCNCC2)nc1)c1nnc(Nc2ccccc2F)o1, CN(C)C=O, O, c1ccncc1. Yields the product O=C(Nc1ccc(N2CCN(C(=O)c3ccccc3)CC2)nc1)c1nnc(Nc2ccccc2F)o1. Reaction SMILES: [C:29]([c:30]1[cH:31][cH:32][cH:33][cH:34][cH:35]1)(=[O:36])[Cl:37].[F:1][c:2]1[c:3]([NH:8][c:9]2[n:10][n:11][c:12]([C:14](=[O:15])[NH:16][c:17]3[cH:18][n:19][c:20]([N:23]4[CH2:24][CH2:25][NH:26][CH2:27][CH2:28]4)[cH:21][cH:22]3)[o:13]2)[cH:4][cH:5][cH:6][cH:7]1.[O:39]=[CH:40][N:41]([CH3:42])[CH3:43].[OH2:38].[cH:44]1[cH:45][cH:46][n:47][cH:48][cH:49]1>>[F:1][c:2]1[c:3]([NH:8][c:9]2[n:10][n:11][c:12]([C:14](=[O:15])[NH:16][c:17]3[cH:18][n:19][c:20]([N:23]4[CH2:24][CH2:25][N:26]([C:29]([c:30]5[cH:31][cH:32][cH:33][cH:34][cH:35]5)=[O:36])[CH2:27][CH2:28]4)[cH:21][cH:22]3)[o:13]2)[cH:4][cH:5][cH:6][cH:7]1.